From a dataset of the Open Reaction Database (ORD), a public repository of structured organic reaction records. describe an organic reaction: reactants, conditions, products, and yield Starting materials: C(C1=CC=CC=C1)OCCC1=CC=C(C=C1)O (4-(2-benzyloxyethyl)phenol), O.ClC(C(C)(O)C)(Cl)Cl (1,1,1-trichloro-2-methyl-2-propanol hydrate), [OH-].[K+] (potassium hydroxide), CC(=O)C (acetone). Reaction conditions: time 16 hour. The product is C(C1=CC=CC=C1)OCCC1=CC=C(OC(C(=O)OCC)(C)C)C=C1 (ethyl 2-[4-(2-benzyloxy-ethyl)phenoxy]-2-methylpropionate). Reaction SMILES: [CH2:1]([O:8][CH2:9][CH2:10][C:11]1[CH:16]=[CH:15][C:14]([OH:17])=[CH:13][CH:12]=1)[C:2]1[CH:7]=[CH:6][CH:5]=[CH:4][CH:3]=1.[OH2:18].Cl[C:20](Cl)(Cl)[C:21]([CH3:24])(O)[CH3:22].[OH-].[K+].[CH3:29][C:30](C)=[O:31]>>[CH2:1]([O:8][CH2:9][CH2:10][C:11]1[CH:12]=[CH:13][C:14]([O:17][C:21]([CH3:24])([CH3:22])[C:20]([O:31][CH2:30][CH3:29])=[O:18])=[CH:15][CH:16]=1)[C:2]1[CH:3]=[CH:4][CH:5]=[CH:6][CH:7]=1 |f:1.2,3.4|. Procedure details: To a stirred solution of 4-(2-benzyloxyethyl)phenol (420 mg) and 1,1,1-trichloro-2-methyl-2-propanol hydrate (690 mg) in acetone (5 ml) was added potassium hydroxide (320 mg) three times (total 960 mg) at intervals of 10 minutes under ice-cooling, and the mixture was stirred for 16 hours at room temperature. After the reaction mixture was concentrated under reduced pressure, the residue was dissolved in ice-water and washed with diethyl ether. The aqueous layer was acidified with concentrated hy... Starting materials: COC1=CC=C(CN2N=NC(=C2C(=O)OCC)C(C2=C(C(=C(C=C2)OCCCCC2=CC=CC=C2)NC(C2=CC=CC=C2)=O)[N+](=O)[O-])=O)C=C1 (Ethyl 1-(4-methoxybenzyl)-4-(2-nitro-4-phenylbutoxybenzoylaminobenzoyl)-1,2,3-triazole-5-carboxylate). Reagents/catalysts: [Pd] (palladium on carbon). The solvent is C(C)O (ethanol), C(C)(=O)OCC (ethyl acetate). Conditions: time 2 day. Product: NC1=C(C(=O)C=2N=NN(C2C(=O)OCC)CC2=CC=C(C=C2)OC)C=CC(=C1NC(C1=CC=CC=C1)=O)OCCCCC1=CC=CC=C1 (ethyl 4-(2-amino-4-phenylbutoxybenzoylaminobenzoyl)-1-(4-methoxybenzyl)-1,2,3-triazole-5-carboxylate). Isolated yield 95.9%. As a reaction SMILES: [CH3:1][O:2][C:3]1[CH:50]=[CH:49][C:6]([CH2:7][N:8]2[C:12]([C:13]([O:15][CH2:16][CH3:17])=[O:14])=[C:11]([C:18](=[O:48])[C:19]3[CH:24]=[CH:23][C:22]([O:25][CH2:26][CH2:27][CH2:28][CH2:29][C:30]4[CH:35]=[CH:34][CH:33]=[CH:32][CH:31]=4)=[C:21]([NH:36][C:37](=[O:44])[C:38]4[CH:43]=[CH:42][CH:41]=[CH:40][CH:39]=4)[C:20]=3[N+:45]([O-])=O)[N:10]=[N:9]2)=[CH:5][CH:4]=1>C(O)C.C(OCC)(=O)C.[Pd]>[NH2:45][C:20]1[C:21]([NH:36][C:37](=[O:44])[C:38]2[CH:39]=[CH:40][CH:41]=[CH:42][CH:43]=2)=[C:22]([O:25][CH2:26][CH2:27][CH2:28][CH2:29][C:30]2[CH:35]=[CH:34][CH:33]=[CH:32][CH:31]=2)[CH:23]=[CH:24][C:19]=1[C:18]([C:11]1[N:10]=[N:9][N:8]([CH2:7][C:6]2[CH:5]=[CH:4][C:3]([O:2][CH3:1])=[CH:50][CH:49]=2)[C:12]=1[C:13]([O:15][CH2:16][CH3:17])=[O:14])=[O:48]. Reported procedure: Ethyl 1-(4-methoxybenzyl)-4-(2-nitro-4-phenylbutoxybenzoylaminobenzoyl)-1,2,3-triazole-5-carboxylate (b-1) (529.5mg, 0.78 mmol) prepared in the step (b) was dissolved in ethanol (8 ml) and ethyl acetate (2 ml), 10% palladium on carbon (53 mg) was added to the solution, and the mixture was stirred at room temperature under a hydrogen atmosphere for two days. The reaction mixture was filtered through Celite, and the filtrate was concentrated under reduced pressure. The resultant precipitate was co... Reaction SMILES: C(=O)([O-])[O-].[K+].[K+].[F:7][C:8]1[CH:13]=[C:12]([Cl:14])[C:11]([O:15]C(OC)=O)=[CH:10][C:9]=1[N:20]1[C:24](=[O:25])[CH:23]([CH:26]([CH3:28])[CH3:27])[O:22][C:21]1=[O:29].[Cl-].[NH4+]>CO>[F:7][C:8]1[CH:13]=[C:12]([Cl:14])[C:11]([OH:15])=[CH:10][C:9]=1[N:20]1[C:24](=[O:25])[CH:23]([CH:26]([CH3:27])[CH3:28])[O:22][C:21]1=[O:29] |f:0.1.2,4.5|. Reaction conditions: time 3 hour. The solvent is CO (methanol). Product: FC1=C(C=C(C(=C1)Cl)O)N1C(OC(C1=O)C(C)C)=O (3-(2'-fluoro-4'-chloro-5'-hydroxyphenyl)-5-isopropyl-1,3-oxazolidine-2,4-dione). Reactants: C([O-])([O-])=O.[K+].[K+] (Potassium carbonate), FC1=C(C=C(C(=C1)Cl)OC(=O)OC)N1C(OC(C1=O)C(C)C)=O (3-(2'-fluoro-4'-chloro-5'-methoxycarbonyloxyphenyl)-5-isopropyl-1,3-oxazolidine-2,4-dione), [Cl-].[NH4+] (ammonium chloride). Yield: 83.0%. Procedure details: Potassium carbonate (3.04 g, 22.0 mmol) was added to a solution of 3-(2'-fluoro-4'-chloro-5'-methoxycarbonyloxyphenyl)-5-isopropyl-1,3-oxazolidine-2,4-dione (15.2 mg, 44.0 mmol) in dry methanol (150 ml) and the mixture was stirred at room temperature for 3 hours. After completion of the reaction, a saturated aqueous solution of ammonium chloride was added and the product was extracted with ether. The ether layer was dried and the solvent was then distilled under reduced pressure to give a pale y... Starting materials: CCCCOCCOc1ccc(-c2ccc3c(c2)C=C(C(=O)Nc2ccc(SCc4cccnc4)c(OC)c2)CCN3CCC)cc1, ClCCl, O=C(OO)c1cccc(Cl)c1, [Na+], [Na+], O=S([O-])([O-])=S. The product is CCCCOCCOc1ccc(-c2ccc3c(c2)C=C(C(=O)Nc2ccc(S(=O)Cc4cccnc4)c(OC)c2)CCN3CCC)cc1. Reaction SMILES: [CH2:1]([CH2:2][CH2:3][CH3:4])[O:5][CH2:6][CH2:7][O:8][c:9]1[cH:10][cH:11][c:12](-[c:15]2[cH:16][cH:17][c:18]3[c:19]([cH:47]2)[CH:20]=[C:21]([C:28](=[O:29])[NH:30][c:31]2[cH:32][c:33]([O:45][CH3:46])[c:34]([S:37][CH2:38][c:39]4[cH:40][n:41][cH:42][cH:43][cH:44]4)[cH:35][cH:36]2)[CH2:22][CH2:23][N:24]3[CH2:25][CH2:26][CH3:27])[cH:13][cH:14]1.[CH2:66]([Cl:67])[Cl:68].[Cl:48][c:49]1[cH:50][cH:51][cH:52][c:53]([C:54]([O:55][OH:57])=[O:56])[cH:58]1.[Na+:64].[Na+:65].[S:59]([O-:60])([O-:61])(=[O:62])=[S:63]>>[CH2:1]([CH2:2][CH2:3][CH3:4])[O:5][CH2:6][CH2:7][O:8][c:9]1[cH:10][cH:11][c:12](-[c:15]2[cH:16][cH:17][c:18]3[c:19]([cH:47]2)[CH:20]=[C:21]([C:28](=[O:29])[NH:30][c:31]2[cH:32][c:33]([O:45][CH3:46])[c:34]([S:37]([CH2:38][c:39]4[cH:40][n:41][cH:42][cH:43][cH:44]4)=[O:56])[cH:35][cH:36]2)[CH2:22][CH2:23][N:24]3[CH2:25][CH2:26][CH3:27])[cH:13][cH:14]1. Starting materials: C1(CCCCC1)C[C@@H]([C@H](C[C@H](C=C)C(C)C)O)NC(=O)[C@H](CC=1N=CNC1)NC(=O)[C@@H](CC(=O)N1CCC(CC1)C(=O)OCC)CC1=CC=CC=C1 (ethyl 1-[(R)-3-[[(S)-1-[[(1S,2S,4S)-1-(cyclohexylmethyl)-2-hydroxy-4-isopropyl-5-hexenyl]carbamoyl]-2-imidazol-4-ylethyl]carbamoyl]-4-phenylbutyryl]-4-piperidinecarboxylate), CO (methanol), O (water). Solvent: [OH-].[Na+] (sodium hydroxide). Conditions: time 3 hour. Product: C1(CCCCC1)C[C@@H]([C@H](C[C@H](C=C)C(C)C)O)NC(=O)[C@H](CC=1N=CNC1)NC(=O)[C@@H](CC(=O)N1CCC(CC1)C(=O)O)CC1=CC=CC=C1 (1-[(R)-3-[[(S)-1-[[(1S,2S,4S)-1-(cyclohexylmethyl)-2-hydroxy-4-isopropyl-5-hexenyl]carbamoyl]-2-imidazol-4-ylethyl]carbamoyl]-4-phenylbutyryl]-4-piperidinecarboxylic acid). RXN SMILES: [CH:1]1([CH2:7][C@H:8]([NH:18][C:19]([C@@H:21]([NH:28][C:29]([C@H:31]([CH2:46][C:47]2[CH:52]=[CH:51][CH:50]=[CH:49][CH:48]=2)[CH2:32][C:33]([N:35]2[CH2:40][CH2:39][CH:38]([C:41]([O:43]CC)=[O:42])[CH2:37][CH2:36]2)=[O:34])=[O:30])[CH2:22][C:23]2[N:24]=[CH:25][NH:26][CH:27]=2)=[O:20])[C@@H:9]([OH:17])[CH2:10][C@@H:11]([CH:14]([CH3:16])[CH3:15])[CH:12]=[CH2:13])[CH2:6][CH2:5][CH2:4][CH2:3][CH2:2]1.CO.O>[OH-].[Na+]>[CH:1]1([CH2:7][C@H:8]([NH:18][C:19]([C@@H:21]([NH:28][C:29]([C@H:31]([CH2:46][C:47]2[CH:48]=[CH:49][CH:50]=[CH:51][CH:52]=2)[CH2:32][C:33]([N:35]2[CH2:40][CH2:39][CH:38]([C:41]([OH:43])=[O:42])[CH2:37][CH2:36]2)=[O:34])=[O:30])[CH2:22][C:23]2[N:24]=[CH:25][NH:26][CH:27]=2)=[O:20])[C@@H:9]([OH:17])[CH2:10][C@@H:11]([CH:14]([CH3:15])[CH3:16])[CH:12]=[CH2:13])[CH2:6][CH2:5][CH2:4][CH2:3][CH2:2]1 |f:3.4|. Procedure: 70 mg (0.1 mmol) of ethyl 1-[(R)-3-[[(S)-1-[[(1S,2S,4S)-1-(cyclohexylmethyl)-2-hydroxy-4-isopropyl-5-hexenyl]carbamoyl]-2-imidazol-4-ylethyl]carbamoyl]-4-phenylbutyryl]-4-piperidinecarboxylate were suspended in 1N sodium hydroxide solution in a 9:1 mixture of methanol and water and stirred at room temperature for 3 hours. Thereafter, the solvent was evaporated and the residue was recrystallized from methanol/methylene chloride/hexane, to obtain 1-[(R)-3-[[(S)-1-[[(1S,2S,4S)-1-(cyclohexylmethyl)-... Starting materials: S1C2=C(C=C1S(=O)(=O)N)C=CC=C2 (2-benzo[B]thiophenesulfonamide), ClC1=CC=C(C=C1)N=C=O (4-chlorophenylisocyanate). Product: ClC1=CC=C(C=C1)NC(=O)NS(=O)(=O)C1=CC2=C(S1)C=CC=C2 (N-[[(4-chlorophenyl)amino]carbonyl]benzo[B]thiophene-2-sulfonamide). Yield: 94.9%. As a reaction SMILES: [S:1]1[C:5]([S:6]([NH2:9])(=[O:8])=[O:7])=[CH:4][C:3]2[CH:10]=[CH:11][CH:12]=[CH:13][C:2]1=2.[Cl:14][C:15]1[CH:20]=[CH:19][C:18]([N:21]=[C:22]=[O:23])=[CH:17][CH:16]=1>>[Cl:14][C:15]1[CH:20]=[CH:19][C:18]([NH:21][C:22]([NH:9][S:6]([C:5]2[S:1][C:2]3[CH:13]=[CH:12][CH:11]=[CH:10][C:3]=3[CH:4]=2)(=[O:7])=[O:8])=[O:23])=[CH:17][CH:16]=1. Reported procedure: To a solution of 13.4 g (100 mmol) of benzothiophene, dissolved in 50 ml anhydrous diethyl ether, was added 62.5 ml of a 1.6M hexanes solution of n-butyllithium (100 mmol). The reaction mixture was refluxed for 4 hours and then cooled to about -20° C. Sulfuryl chloride (16.1 ml, 200 mmol) was added dropwise. This suspension was stirred at ambient temperature overnight and then added to 75 ml of ice water. The ether layer was dried over anhydrous sodium sulfate, filtered, and concentrated under v... Reactants: IC (iodomethane), C([O-])([O-])=O.[Cs+].[Cs+] (cesium carbonate), [H-].[Na+] (Sodium hydride), IC (iodomethane), ClC=1C=C(C=CC1F)NC1=NC(=NC(=N1)N)C1=NOC(=N1)C=1C=NC(=CC1)OCC(F)(F)F (2-N-(3-Chloro-4-fluorophenyl)-6-{5-[6-(2,2,2-trifluoroethoxy)pyridin-3-yl]-1,2,4-oxadiazol-3-yl}-1,3,5-triazine-2,4-diamine), C([O-])([O-])=O.[K+].[K+] (potassium carbonate), IC (iodomethane), IC (iodomethane), IC (iodomethane), C([O-])([O-])=O.[Cs+].[Cs+] (cesium carbonate), [H-].[Na+] (Sodium hydride), IC (iodomethane). The solvent is CN(C)C=O (DMF). Conditions: time 56 hour. Yields the product ClC=1C=C(C=CC1F)N(C1=NC(=NC(=N1)N)C1=NOC(=N1)C=1C=NC(=CC1)OCC(F)(F)F)C (2-N-(3-Chloro-4-fluorophenyl)-2-N-methyl-6-{5-[6-(2,2,2-trifluoroethoxy)pyridin-3-yl]-1,2,4-oxadiazol-3-yl}-1,3,5-triazine-2,4-diamine). The yield is 28.8%. RXN SMILES: [Cl:1][C:2]1[CH:3]=[C:4]([NH:9][C:10]2[N:15]=[C:14]([NH2:16])[N:13]=[C:12]([C:17]3[N:21]=[C:20]([C:22]4[CH:23]=[N:24][C:25]([O:28][CH2:29][C:30]([F:33])([F:32])[F:31])=[CH:26][CH:27]=4)[O:19][N:18]=3)[N:11]=2)[CH:5]=[CH:6][C:7]=1[F:8].[C:34](=O)([O-])[O-].[K+].[K+].IC.C(=O)([O-])[O-].[Cs+].[Cs+].[H-].[Na+]>CN(C=O)C>[Cl:1][C:2]1[CH:3]=[C:4]([N:9]([CH3:34])[C:10]2[N:15]=[C:14]([NH2:16])[N:13]=[C:12]([C:17]3[N:21]=[C:20]([C:22]4[CH:23]=[N:24][C:25]([O:28][CH2:29][C:30]([F:33])([F:31])[F:32])=[CH:26][CH:27]=4)[O:19][N:18]=3)[N:11]=2)[CH:5]=[CH:6][C:7]=1[F:8] |f:1.2.3,5.6.7,8.9|. Procedure details: To a solution of 2-N-(3-Chloro-4-fluorophenyl)-6-{5-[6-(2,2,2-trifluoroethoxy)pyridin-3-yl]-1,2,4-oxadiazol-3-yl}-1,3,5-triazine-2,4-diamine (Example 413, 0.049 g, 0.101 mmol) in DMF (1 mL) was added potassium carbonate (0.028 g, 0.028 mmol) and iodomethane (0.021 g, 0.152 mmol). The reaction mixture was stirred at room temperature for 14 h after which time further iodomethane (0.042 g, 0.304 mmol) was added and the mixture was stirred at room temperature for 56 h. LCMS indicated incomplete conv...